Dataset: the Open Reaction Database (ORD), a public repository of structured organic reaction records. Task: describe an organic reaction: reactants, conditions, products, and yield The reactants are [Si](C)(C)(C(C)(C)C)O[C@H]1[C@@H](O[C@@H]([C@H]1O[Si](C)(C)C(C)(C)C)CO[Si](C)(C)C(C)(C)C)N1C(=NC=2C(N)=NC=NC12)C=1C=NC=CC1 (2′,3′,5′-Tris-O-(tert-butyldimethylsilyl)-8-(3-pyridinyl)adenosine), CCCC[N+](CCCC)(CCCC)CCCC.[F-] (TBAF). Solvent: C1CCOC1 (THF). Conditions: time 8 hour. Yields the product N1=CC(=CC=C1)C=1N([C@H]2[C@H](O)[C@H](O)[C@@H](CO)O2)C=2N=CN=C(C2N1)N (8-(3-Pyridinyl)adenosine). Reaction SMILES: [Si]([O:8][C@@H:9]1[C@H:13]([O:14][Si](C(C)(C)C)(C)C)[C@@H:12]([CH2:22][O:23][Si](C(C)(C)C)(C)C)[O:11][C@H:10]1[N:31]1[C:40]2[N:39]=[CH:38][N:37]=[C:35]([NH2:36])[C:34]=2[N:33]=[C:32]1[C:41]1[CH:42]=[N:43][CH:44]=[CH:45][CH:46]=1)(C(C)(C)C)(C)C.CCCC[N+](CCCC)(CCCC)CCCC.[F-]>C1COCC1>[N:43]1[CH:44]=[CH:45][CH:46]=[C:41]([C:32]2[N:31]([C:40]3[N:39]=[CH:38][N:37]=[C:35]([NH2:36])[C:34]=3[N:33]=2)[C@@H:10]2[O:11][C@H:12]([CH2:22][OH:23])[C@@H:13]([OH:14])[C@H:9]2[OH:8])[CH:42]=1 |f:1.2|. Procedure details: A solution of 2′,3′,5′-tris-O-(tert-butyldimethylsilyl)-8-(3-pyridinyl)adenosine (16c) (0.56 g, 0.82 mmol) and TBAF (0.85 g, 3.26 mmol) in THF (31 ml) under argon was stirred at room temperature overnight. The solvent was distilled off and the residual material dissolved in MeOH (10 ml). The solution was left at 0° C. overnight and the title compound isolated by filtration. 13C NMR: (75 MHz, DMSO); δ 62.27 (C-5′), 71.13/71.62 (C-2′, C-3′), 86.95/89.27 (C-4, C-1), 119.33/123.69/125.71/137.20/148.... Reactants: CCCCCCCCCCCCCCCCO, ClCCl, O=[Cr](=O)([O-])Cl, c1cc[nH+]cc1. Product: CCCCCCCCCCCCCCCC=O. Reaction SMILES: [CH2:12]([CH2:13][CH2:14][CH2:15][CH2:16][CH2:17][CH2:18][CH2:19][CH2:20][CH2:21][CH2:22][CH2:23][CH2:24][CH2:25][CH2:26][CH3:27])[OH:28].[Cl:29][CH2:30][Cl:31].[O:1]=[Cr:2]([Cl:3])([O-:4])=[O:5].[nH+:6]1[cH:7][cH:8][cH:9][cH:10][cH:11]1>>[CH:12]([CH2:13][CH2:14][CH2:15][CH2:16][CH2:17][CH2:18][CH2:19][CH2:20][CH2:21][CH2:22][CH2:23][CH2:24][CH2:25][CH2:26][CH3:27])=[O:28]. Starting materials: CN1CCNCC1, COc1ccccc1, [Cl-], [Cl-], [Cl-], [Cl-], CCOC(=O)c1c(Nc2cc(Br)ccc2N)sc2ccccc12, [Ti+4]. Product: CN1CCN(C2=Nc3ccc(Br)cc3Nc3sc4ccccc4c32)CC1. As a reaction SMILES: [CH3:24][N:25]1[CH2:26][CH2:27][NH:28][CH2:29][CH2:30]1.[CH3:31][O:32][c:33]1[cH:34][cH:35][cH:36][cH:37][cH:38]1.[Cl-:39].[Cl-:40].[Cl-:41].[Cl-:42].[NH2:1][c:2]1[c:3]([NH:4][c:5]2[c:6]([C:14]([O:15][CH2:16][CH3:17])=[O:18])[c:7]3[c:8]([s:9]2)[cH:10][cH:11][cH:12][cH:13]3)[cH:19][c:20]([Br:23])[cH:21][cH:22]1.[Ti+4:43]>>[N:1]1=[C:14]([N:28]2[CH2:27][CH2:26][N:25]([CH3:24])[CH2:30][CH2:29]2)[c:6]2[c:5]([s:9][c:8]3[c:7]2[cH:13][cH:12][cH:11][cH:10]3)[NH:4][c:3]2[c:2]1[cH:22][cH:21][c:20]([Br:23])[cH:19]2.